Task: describe an organic reaction: reactants, conditions, products, and yield. Dataset: the Open Reaction Database (ORD), a public repository of structured organic reaction records Reactants: 13.65, C1(=CC=CC=C1)C=1C2=CC=CC=C2C=C2C=CC=CC12 (9-phenylanthracene), BrC1C(=O)NC(C1)=O (bromosuccinimide). Solvent: CN(C=O)C (N,N dimethylformamide). Yields the product BrC=1C2=CC=CC=C2C(=C2C=CC=CC12)C1=CC=CC=C1 (9-bromo-10-phenylanthracene). Isolated yield 89.3%. RXN SMILES: [C:1]1([C:7]2[C:8]3[C:13]([CH:14]=[C:15]4[C:20]=2[CH:19]=[CH:18][CH:17]=[CH:16]4)=[CH:12][CH:11]=[CH:10][CH:9]=3)[CH:6]=[CH:5][CH:4]=[CH:3][CH:2]=1.[Br:21]C1CC(=O)NC1=O>CN(C)C=O>[Br:21][C:14]1[C:15]2[C:20]([C:7]([C:1]3[CH:2]=[CH:3][CH:4]=[CH:5][CH:6]=3)=[C:8]3[C:13]=1[CH:12]=[CH:11][CH:10]=[CH:9]3)=[CH:19][CH:18]=[CH:17][CH:16]=2. Reported procedure: An amount of 13.65 (53.7 mmol) of 9-phenylanthracene was dissolved in 100 ml of N,N dimethylformamide. An amount of 10.5 g (59 mmol) of N bromosuccinimide was added and allowed to react for six hours. Then, distilled water was added to stop the reaction and the deposit was filtered. The recovered deposit was purified by column chromatography to obtain 15.97 g (48 mmol) of 9-bromo-10-phenylanthracene. The yield was 89.3%. Starting materials: COC([C@H](CCOC)N1C(C=C(C1)OC1=C(C=CC=C1)Cl)=O)=O ((S)-2-[4-(2-chloro-phenoxy)-2-oxo-2,5-dihydro-pyrrol-1-yl]-4-methoxy-butyric acid methyl ester), O.[OH-].[Li+] (lithium hydroxide monohydrate), Cl (hydrochloric acid). The solvent is O (water), O1CCCC1 (tetrahydrofuran). Run at temperature 25 celsius, time 1.5 hour. The product is ClC1=C(OC2=CC(N(C2)[C@H](C(=O)O)CCOC)=O)C=CC=C1 ((S)-2-[4-(2-chloro-phenoxy)-2-oxo-2,5-dihydro-pyrrol-1-yl]-4-methoxy-butyric acid). The yield is 46.8%. RXN SMILES: C[O:2][C:3](=[O:23])[C@@H:4]([N:9]1[CH2:13][C:12]([O:14][C:15]2[CH:20]=[CH:19][CH:18]=[CH:17][C:16]=2[Cl:21])=[CH:11][C:10]1=[O:22])[CH2:5][CH2:6][O:7][CH3:8].O.[OH-].[Li+].Cl>O1CCCC1.O>[Cl:21][C:16]1[CH:17]=[CH:18][CH:19]=[CH:20][C:15]=1[O:14][C:12]1[CH2:13][N:9]([C@@H:4]([CH2:5][CH2:6][O:7][CH3:8])[C:3]([OH:23])=[O:2])[C:10](=[O:22])[CH:11]=1 |f:1.2.3|. Procedure: In a flask was placed (S)-2-[4-(2-chloro-phenoxy)-2-oxo-2,5-dihydro-pyrrol-1-yl]-4-methoxy-butyric acid methyl ester (71 mg, 0.21 mmol) in tetrahydrofuran (3 mL). To this mixture at 25° C. was added a solution of lithium hydroxide monohydrate (18 mg, 0.42 mmol) in water (3 mL) and stirred for 1.5 h at 25° C. The mixture was then treated with a 1N aqueous hydrochloric acid solution to pH=2 and extracted with ethyl acetate (3×20 mL). The combined organic layers were dried over magnesium sulfate, f... Starting materials: CC(OC(=O)Oc1ccc([N+](=O)[O-])cc1)C(F)(F)F, CCN(C(C)C)C(C)C, ClC(Cl)Cl, COC(=O)C1CC(N)CN(c2nc(C)cc(Nc3ccn[nH]3)n2)C1. Yields the product COC(=O)C1CC(NC(=O)OC(C)C(F)(F)F)CN(c2nc(C)cc(Nc3ccn[nH]3)n2)C1. As a reaction SMILES: [C:25]([O:26][c:28]1[cH:29][cH:30][c:31]([N+:32]([O-:33])=[O:34])[cH:35][cH:43]1)(=[O:27])[O:36][CH:37]([C:38]([F:39])([F:40])[F:41])[CH3:42].[CH:48]([N:49]([CH2:50][CH3:51])[CH:52]([CH3:53])[CH3:54])([CH3:55])[CH3:56].[Cl:44][CH:45]([Cl:46])[Cl:47].[NH2:1][CH:2]1[CH2:3][CH:4]([C:21](=[O:22])[O:23][CH3:24])[CH2:5][N:6]([c:8]2[n:9][c:10]([NH:15][c:16]3[cH:17][cH:18][n:19][nH:20]3)[cH:11][c:12]([CH3:14])[n:13]2)[CH2:7]1>>[NH:1]([CH:2]1[CH2:3][CH:4]([C:21](=[O:22])[O:23][CH3:24])[CH2:5][N:6]([c:8]2[n:9][c:10]([NH:15][c:16]3[cH:17][cH:18][n:19][nH:20]3)[cH:11][c:12]([CH3:14])[n:13]2)[CH2:7]1)[C:25](=[O:26])[O:36][CH:37]([C:38]([F:39])([F:40])[F:41])[CH3:42]. The reactants are C(C)C(C(C(=O)[O-])(C(=O)[O-])CC)(C(=O)[O-])CC (triethyl-1,1,2-ethanetricarboxylate), Cl.C(C)(=N)N (acetamidine hydrochloride), C[O-].[Na+] (sodium methoxide). Solvent: CO (methanol). Reaction conditions: temperature 90 celsius. Product: OC1=NC(=NC(=C1CC(=O)OC)O)C (4,6-dihydroxy-2-methylpyrimidine-5-acetic acid, methyl ester). The yield is 68.8%. As a reaction SMILES: C([C:3](CC)([C:13]([O-:15])=[O:14])[C:4](CC)([C:8]([O-:10])=O)[C:5]([O-:7])=O)C.Cl.[C:19]([NH2:22])(=[NH:21])[CH3:20].[CH3:23][O-].[Na+]>CO>[OH:7][C:5]1[C:4]([CH2:3][C:13]([O:15][CH3:23])=[O:14])=[C:8]([OH:10])[N:22]=[C:19]([CH3:20])[N:21]=1 |f:1.2,3.4|. Reported procedure: A mixture of triethyl-1,1,2-ethanetricarboxylate (20ml, 87mM) and acetamidine hydrochloride (8.22g, 87mM) was added to a solution of sodium methoxide (9.4g, 174mM) in dry methanol (100ml). The mixture was heated at 90° C. for 15 hours. The solvent was evaporated and the residue dissolved in water (150ml). The pH of the solution was adjusted to pH6 using concentrated hydrochloric acid. The resultant precipitate was collected by filtration, washed with water and then acetone, to give 4,6-dihydroxy... The reactants are CC(C)(C)OC(=O)N(NC(=O)OC(C)(C)C)CC1=CC=C(C(=O)OC)C=C1 (methyl 4-[[(2-methylpropan-2-yl)oxycarbonyl-[(2-methylpropan-2-yl)oxycarbonylamino]amino]methyl]benzoate), Cl (HCl). Solvent: O1CCOCC1 (Dioxane). Product: Cl.COC(C1=CC=C(C=C1)CNN)=O (4-Hydrazinomethyl-benzoic acid methyl ester hydrochloride). Yield: 80.0%. As a reaction SMILES: CC(OC([N:8]([CH2:17][C:18]1[CH:27]=[CH:26][C:21]([C:22]([O:24][CH3:25])=[O:23])=[CH:20][CH:19]=1)[NH:9]C(OC(C)(C)C)=O)=O)(C)C.[ClH:28]>O1CCOCC1>[ClH:28].[CH3:25][O:24][C:22](=[O:23])[C:21]1[CH:26]=[CH:27][C:18]([CH2:17][NH:8][NH2:9])=[CH:19][CH:20]=1 |f:3.4|. Procedure: A solution of methyl 4-[[(2-methylpropan-2-yl)oxycarbonyl-[(2-methylpropan-2-yl)oxycarbonylamino]amino]methyl]benzoate (Intermediate#54) (3.3 g, 8.67 mmol) in 4M HCl in Dioxane (100 mL) was stirred overnight at ambient temperature. The solvent was removed under reduced pressure and the resulting solid was dissolved in hot MeOH. The hot suspension was filtered then evaporated in vacuo to give a solid. This solid was triturated with ether, filtered then dried under high vac to yield the title comp...